This data is from the Open Reaction Database (ORD), a public repository of structured organic reaction records. The task is: describe an organic reaction: reactants, conditions, products, and yield Reactants: OC=1C=C(C=CC1)CCSC1=C(C(=O)OC)C=CC=C1 (Methyl 2-{[2-(3-hydroxyphenyl)ethyl]thio}benzoate), C(C1=CC=CC=C1)N(C(CBr)=O)CCCCCC (N-benzyl-2-bromo-N-hexylacetamide), C(=O)([O-])[O-].[K+].[K+] (potassium carbonate, anhydrous). The solvent is C(C)#N (acetonitrile). The product is C(C1=CC=CC=C1)N(C(COC=1C=C(C=CC1)CCSC1=C(C(=O)OC)C=CC=C1)=O)CCCCCC (Methyl 2-{[2-(3-{2-[benzyl(hexyl)amino]-2-oxoethoxy}phenyl)ethyl]thio}benzoate). The yield is 89.5%. RXN SMILES: [OH:1][C:2]1[CH:3]=[C:4]([CH2:8][CH2:9][S:10][C:11]2[CH:20]=[CH:19][CH:18]=[CH:17][C:12]=2[C:13]([O:15][CH3:16])=[O:14])[CH:5]=[CH:6][CH:7]=1.[CH2:21]([N:28]([CH2:33][CH2:34][CH2:35][CH2:36][CH2:37][CH3:38])[C:29](=[O:32])[CH2:30]Br)[C:22]1[CH:27]=[CH:26][CH:25]=[CH:24][CH:23]=1.C([O-])([O-])=O.[K+].[K+]>C(#N)C>[CH2:21]([N:28]([CH2:33][CH2:34][CH2:35][CH2:36][CH2:37][CH3:38])[C:29](=[O:32])[CH2:30][O:1][C:2]1[CH:3]=[C:4]([CH2:8][CH2:9][S:10][C:11]2[CH:20]=[CH:19][CH:18]=[CH:17][C:12]=2[C:13]([O:15][CH3:16])=[O:14])[CH:5]=[CH:6][CH:7]=1)[C:22]1[CH:27]=[CH:26][CH:25]=[CH:24][CH:23]=1 |f:2.3.4|. Procedure details: Methyl 2-{[2-(3-hydroxyphenyl)ethyl]thio}benzoate (129 mg, 0.447 mmol), N-benzyl-2-bromo-N-hexylacetamide (154 mg, 0.492 mmol) and potassium carbonate, anhydrous (93 mg, 0.671 mmol) were mixed in acetonitrile (10 ml). The mixture was heated to reflux overnight and then evaporated to dryness. Water and ethyl acetate were added into the residue. The two phases were separated. The organic phase was washed with brine and dried with magnesium sulphate and then evaporated. Chromatography of the residu... Reactants: C=C(OCC)c1cc(C(F)(F)F)ccn1, CC(C)=O, Cl. Yields the product CC(=O)c1cc(C(F)(F)F)ccn1. As a reaction SMILES: [CH2:1]([CH3:2])[O:3][C:4](=[CH2:5])[c:6]1[n:7][cH:8][cH:9][c:10]([C:12]([F:13])([F:14])[F:15])[cH:11]1.[CH3:17][C:18](=[O:19])[CH3:20].[ClH:16]>>[O:3]=[C:4]([CH3:5])[c:6]1[n:7][cH:8][cH:9][c:10]([C:12]([F:13])([F:14])[F:15])[cH:11]1. Reactants: C1(=CC=CC=C1)C(C=1C=C(OCC2=CC=C(C(=O)OC)C=C2)C=CC1)NC(=O)O[C@H]1CN2CCC1CC2 (methyl 4-((3-(phenyl((((R)-quinuclidin-3-yloxy)carbonyl)amino)methyl)phenoxy)methyl)benzoate), [OH-].[Li+] (lithium hydroxide), Cl (hydrochloric acid). The solvent is C1CCOC1 (THF). Conditions: time 16 hour. Product: C1(=CC=CC=C1)C(C=1C=C(OCC2=CC=C(C(=O)O)C=C2)C=CC1)NC(=O)O[C@H]1CN2CCC1CC2 (4-((3-(Phenyl((((R)-quinuclidin-3-yloxy)carbonyl)amino)methyl)phenoxy)-methyl)benzoic acid). Isolated yield 84.5%. RXN SMILES: [C:1]1([CH:7]([NH:26][C:27]([O:29][C@@H:30]2[CH:35]3[CH2:36][CH2:37][N:32]([CH2:33][CH2:34]3)[CH2:31]2)=[O:28])[C:8]2[CH:9]=[C:10]([CH:23]=[CH:24][CH:25]=2)[O:11][CH2:12][C:13]2[CH:22]=[CH:21][C:16]([C:17]([O:19]C)=[O:18])=[CH:15][CH:14]=2)[CH:6]=[CH:5][CH:4]=[CH:3][CH:2]=1.[OH-].[Li+].Cl>C1COCC1>[C:1]1([CH:7]([NH:26][C:27]([O:29][C@@H:30]2[CH:35]3[CH2:36][CH2:37][N:32]([CH2:33][CH2:34]3)[CH2:31]2)=[O:28])[C:8]2[CH:9]=[C:10]([CH:23]=[CH:24][CH:25]=2)[O:11][CH2:12][C:13]2[CH:14]=[CH:15][C:16]([C:17]([OH:19])=[O:18])=[CH:21][CH:22]=2)[CH:6]=[CH:5][CH:4]=[CH:3][CH:2]=1 |f:1.2|. Procedure: To a stirred solution of methyl 4-((3-(phenyl((((R)-quinuclidin-3-yloxy)carbonyl)amino)methyl)phenoxy)methyl)benzoate (2.27 g, 4.50 mmol) in THF (23 mL), was added an aqueous solution of lithium hydroxide (2.0 M, 9.0 ml, 18.0 mmol). The mixture was stirred at room temperature for 16 hours. The pH of the reaction mixture was adjusted to 6 by the addition of 4M aqueous hydrochloric acid. The mixture was then extracted with 10% methanolic ethyl acetate (×2), and the combined organic extracts evapor... Reactants: C(C1=CC=CC=C1)OC1=C(C=C(C(CN(C(C)C)CC2=CC=CC=C2)O)C=C1)NC=O (4-benzyloxy-3-formylamino-α-(N-benzyl-N-isopropylaminomethyl)-benzyl alcohol), solution, CCOCC (ether). The reagents and catalysts are [C].[Pd] (palladium carbon). The solvent is C(C)O (ethanol), C(C)O (ethanol). Product: C(=O)NC=1C=C(C(CNC(C)C)O)C=CC1O (3-formylamino-4-hydroxy-α-(isopropylaminomethyl)benzyl alcohol). As a reaction SMILES: C([O:8][C:9]1[CH:28]=[CH:27][C:12]([CH:13]([OH:26])[CH2:14][N:15](CC2C=CC=CC=2)[CH:16]([CH3:18])[CH3:17])=[CH:11][C:10]=1[NH:29][CH:30]=[O:31])C1C=CC=CC=1.CCOCC>C(O)C.[C].[Pd]>[CH:30]([NH:29][C:10]1[CH:11]=[C:12]([CH:27]=[CH:28][C:9]=1[OH:8])[CH:13]([OH:26])[CH2:14][NH:15][CH:16]([CH3:18])[CH3:17])=[O:31] |f:3.4|. Procedure details: In 20 ml. of ethanol there was dissolved 1.4 g. of 4-benzyloxy-3-formylamino-α-(N-benzyl-N-isopropylaminomethyl)-benzyl alcohol and after adding to the solution 0.2 g. of 10% palladium carbon, the catalytic reduction was carried out at normal temperature and pressure. After 165 ml. of hydrogen was absorbed, the reaction was stopped. The catalyst was filtered off, the solvent was distilled off under reduced pressure, and then the residue thus formed was dissolved in a small amount of ethanol. The...